Dataset: the Open Reaction Database (ORD), a public repository of structured organic reaction records. Task: describe an organic reaction: reactants, conditions, products, and yield The reactants are [Al+3], [Cl-], [Cl-], [Cl-], Clc1ccccc1, Cl, CN(C)C=O, O=C(O)c1ccccc1F, O=S(Cl)Cl. Yields the product O=C(c1ccc(Cl)cc1)c1ccccc1F. Reaction SMILES: [Al+3:25].[Cl-:22].[Cl-:23].[Cl-:24].[Cl:15][c:16]1[cH:17][cH:18][cH:19][cH:20][cH:21]1.[ClH:26].[O:27]=[CH:28][N:29]([CH3:30])[CH3:31].[OH:1][C:2](=[O:3])[c:4]1[cH:5][cH:6][cH:7][cH:8][c:9]1[F:10].[S:11]([Cl:12])([Cl:13])=[O:14]>>[C:2](=[O:3])([c:4]1[cH:5][cH:6][cH:7][cH:8][c:9]1[F:10])[c:19]1[cH:18][cH:17][c:16]([Cl:15])[cH:21][cH:20]1.